From a dataset of the Open Reaction Database (ORD), a public repository of structured organic reaction records. describe an organic reaction: reactants, conditions, products, and yield Reactants: CC(C#CCO[SiH](C(C)C)C(C)C)=C ((4-Methylpent-4-en-2-ynyloxy)diisopropylsilane), CC(C)(C)[O-].[K+] (KOtBu). Yields the product C(C)(C)[Si]1(OCC=C1C(=C)C)C(C)C (2,5-Dihydro-2,2-diisopropyl-3-(prop-1-en-2-yl)-1,2-oxasilole), liquid. The yield is 71.7%. Reaction SMILES: [CH3:1][C:2](=[CH2:14])[C:3]#[C:4][CH2:5][O:6][SiH:7]([CH:11]([CH3:13])[CH3:12])[CH:8]([CH3:10])[CH3:9].CC([O-])(C)C.[K+]>>[CH:8]([Si:7]1([CH:11]([CH3:13])[CH3:12])[C:3]([C:2]([CH3:1])=[CH2:14])=[CH:4][CH2:5][O:6]1)([CH3:10])[CH3:9] |f:1.2|. Reported procedure: (4-Methylpent-4-en-2-ynyloxy)diisopropylsilane (1.662 g, 7.90 mmol) and KOtBu (0.092 g, 0.8199 mmol) were used according to the general procedure mentioned above. The light brown clear solution was subjected to column chromatography and yielded 8a as colorless, clear liquid (1.192 g, 5.666 mmol, 71.7%): Rf0.37 (hexanes/Et2O, 15:1); 1H NMR (500 MHz, CDCl3) δ 6.68 (t, J=1.9 Hz, 1H, H-4), 4.99 (s, 1H, H-9), 4.80 (s, 1H, H-9), 4.63 (dd, J=1.9, 0.9 Hz, 2H, H-5), 1.94 (s, 3H, H-10), 1.09-1.19 (m, 2H, ...